From a dataset of the Open Reaction Database (ORD), a public repository of structured organic reaction records. describe an organic reaction: reactants, conditions, products, and yield The reactants are CCOC(C)=O, CC(=O)C=C1CCOCC1. Yields the product CC(=O)CC1CCOCC1. RXN SMILES: [CH3:11][CH2:12][O:13][C:14](=[O:15])[CH3:16].[O:1]1[CH2:2][CH2:3][C:4](=[CH:7][C:8](=[O:9])[CH3:10])[CH2:5][CH2:6]1>>[O:1]1[CH2:2][CH2:3][CH:4]([CH2:7][C:8](=[O:9])[CH3:10])[CH2:5][CH2:6]1. Starting materials: N1CCOCC1 (morpholine), NC1=NC=CC(=N1)N1N=C(C2=CC=C(C=C12)I)C(=O)O (1-(2-aminopyrimidin-4-yl)-6-iodoindazole-3-carboxylic acid), S(=O)(Cl)Cl (thionyl chloride), acid chloride. The reagents and catalysts are CN(C)C=O (DMF). Run in C(Cl)Cl (DCM), C(Cl)Cl (DCM), C(Cl)Cl (DCM), C(=O)([O-])[O-].[Na+].[Na+] (Na2CO3). Conditions: temperature 50 celsius, time 1 hour. Product: IC1=CC=C2C(=NN(C2=C1)C1=NC(=NC=C1)N)C(=O)N1CCOCC1 (4-{6-iodo-3-[(morpholin-4-yl)carbonyl]indazol-1-yl}pyrimidin-2-amine). Yield: 76.8%. As a reaction SMILES: [NH2:1][C:2]1[N:7]=[C:6]([N:8]2[C:16]3[C:11](=[CH:12][CH:13]=[C:14]([I:17])[CH:15]=3)[C:10]([C:18]([OH:20])=O)=[N:9]2)[CH:5]=[CH:4][N:3]=1.S(Cl)(Cl)=O.[NH:25]1[CH2:30][CH2:29][O:28][CH2:27][CH2:26]1>C(Cl)Cl.CN(C=O)C.C([O-])([O-])=O.[Na+].[Na+]>[I:17][C:14]1[CH:15]=[C:16]2[C:11]([C:10]([C:18]([N:25]3[CH2:30][CH2:29][O:28][CH2:27][CH2:26]3)=[O:20])=[N:9][N:8]2[C:6]2[CH:5]=[CH:4][N:3]=[C:2]([NH2:1])[N:7]=2)=[CH:12][CH:13]=1 |f:5.6.7|. Procedure details: To a solution of 1-(2-aminopyrimidin-4-yl)-6-iodoindazole-3-carboxylic acid (3 g, 7.87 mmol)) in DCM (40 mL), was added thionyl chloride (6.85 ml, 94.46 mmol) followed by DMF (catalytic, 3 drops). The mixture was stirred at 50° C. for 1 hour. The reaction mixture was concentrated in vacuo and DCM added and the concentration repeated (×2). The crude acid chloride (assumed 7.87 mmol) was suspended in more DCM (30 mL) and morpholine (1.37 ml, 15.74 mmol) was added at 0 dropwise. The reaction was st... Starting materials: C(=O)(O)C1=C2C(=CNC2=CC=C1)C(C1=CC=C(C=C1)Cl)=O (4-carboxy-3-(4-chlorobenzoyl)indole), [I-].ClC1=[N+](C=CC=C1)C (2-chloro-1-methylpyridinium iodide), C(CC1=CC=CC=C1)N1CCNCC1 (4-phenethylpiperazine), C(C)N(C(C)C)C(C)C (ethyldiisopropylamine). Solvent: CN1C(CCC1)=O (N-methylpyrrolidone), CN1C(CCC1)=O (NMP), CC(=O)C (acetone). Conditions: time 3 hour. Yields the product O.Cl.ClC1=CC=C(C(=O)C2=CNC3=CC=CC(=C23)C(=O)N2CCN(CC2)CCC2=CC=CC=C2)C=C1 ([3-(4-chlorobenzoyl)-1H-indol-4-yl]-4-phenethylpiperazin-1-ylmethanone, hydrochloride hydrate). As a reaction SMILES: [C:1]([C:4]1[CH:12]=[CH:11][CH:10]=[C:9]2[C:5]=1[C:6]([C:13](=[O:21])[C:14]1[CH:19]=[CH:18][C:17]([Cl:20])=[CH:16][CH:15]=1)=[CH:7][NH:8]2)(O)=[O:2].[I-].ClC1C=CC=C[N+]=1C.[CH2:31]([N:39]1[CH2:44][CH2:43][NH:42][CH2:41][CH2:40]1)[CH2:32][C:33]1[CH:38]=[CH:37][CH:36]=[CH:35][CH:34]=1.C(N(C(C)C)C(C)C)C>CN1CCCC1=O.CC(C)=O>[OH2:2].[ClH:20].[Cl:20][C:17]1[CH:18]=[CH:19][C:14]([C:13]([C:6]2[C:5]3[C:9](=[CH:10][CH:11]=[CH:12][C:4]=3[C:1]([N:42]3[CH2:43][CH2:44][N:39]([CH2:31][CH2:32][C:33]4[CH:38]=[CH:37][CH:36]=[CH:35][CH:34]=4)[CH2:40][CH2:41]3)=[O:2])[NH:8][CH:7]=2)=[O:21])=[CH:15][CH:16]=1 |f:1.2,7.8.9|. Reported procedure: A solution of 4-carboxy-3-(4-chlorobenzoyl)indole and 2-chloro-1-methylpyridinium iodide in N-methylpyrrolidone (NMP) is treated with a solution of 4-phenethylpiperazine and ethyldiisopropylamine (EDIPA) in NMP and subsequently stirred at room temperature for 3 hours. The mixture is worked up in the customary manner and the crude product is obtained. This is dissolved in acetone and the hydrochloride is precipitated using aqueous hydrochloric acid. After drying, [3-(4-chlorobenzoyl)-1H-indol-4-y...